Dataset: the Open Reaction Database (ORD), a public repository of structured organic reaction records. Task: describe an organic reaction: reactants, conditions, products, and yield Yield: 102.2%. Product: CC1(CCCCC1)[C@@H]1NC(O[C@H]2[C@H](CCCCCC=3C(=NC=4C=CC=CC4C3OC3CCN(CC3)C)O[C@@H]3C[C@H](N(C1=O)C3)C(=O)O)C2)=O ((1aR,5S,8S,10R,22aR)-5-(1-methylcyclohexyl)-17-[(1-methylpiperidin-4-yl)oxy]-3,6-dioxo-1,1a,3,4,5,6,9,10,18,19,20,21,22,22a-tetradecahydro-8H-7,10-methanocyclopropa[18,19][1,10,3,6]dioxadiazacyclononadecino[11,12-b]quinoline-8-carboxylic acid), crude product. Starting materials: CO (MeOH), C(C)(=O)O (acetic acid), CC1(CCCCC1)[C@@H]1NC(O[C@H]2[C@H](CCCCCC=3C(=NC=4C=CC=CC4C3OC3CCN(CC3)C)O[C@@H]3C[C@H](N(C1=O)C3)C(=O)OC)C2)=O (Methyl (1aR,5S,8S,10R,22aR)-5-(1-methylcyclohexyl)-17-[(1-methylpiperidin-4-yl)oxy]-3,6-dioxo-1,1a,3,4,5,6,9,10,18,19,20,21,22,22a-tetradecahydro-8H-7,10-methanocyclopropa[18,19][1,10,3,6]dioxadiazacyclononadecino[11,12-b]quinoline-8-carboxylate), O.[OH-].[Li+] (lithium hydroxide monohydrate). The solvent is O (water), C1CCOC1 (THF), O (Water). Reaction SMILES: [CH3:1][C:2]1([C@H:8]2[C:42](=[O:43])[N:41]3[CH2:44][C@@H:38]([CH2:39][C@H:40]3[C:45]([O:47]C)=[O:46])[O:37][C:20]3=[N:21][C:22]4[CH:23]=[CH:24][CH:25]=[CH:26][C:27]=4[C:28]([O:29][CH:30]4[CH2:35][CH2:34][N:33]([CH3:36])[CH2:32][CH2:31]4)=[C:19]3[CH2:18][CH2:17][CH2:16][CH2:15][CH2:14][C@@H:13]3[CH2:49][C@H:12]3[O:11][C:10](=[O:50])[NH:9]2)[CH2:7][CH2:6][CH2:5][CH2:4][CH2:3]1.O.[OH-].[Li+].CO.C(O)(=O)C>O.C1COCC1>[CH3:1][C:2]1([C@H:8]2[C:42](=[O:43])[N:41]3[CH2:44][C@@H:38]([CH2:39][C@H:40]3[C:45]([OH:47])=[O:46])[O:37][C:20]3=[N:21][C:22]4[CH:23]=[CH:24][CH:25]=[CH:26][C:27]=4[C:28]([O:29][CH:30]4[CH2:35][CH2:34][N:33]([CH3:36])[CH2:32][CH2:31]4)=[C:19]3[CH2:18][CH2:17][CH2:16][CH2:15][CH2:14][C@@H:13]3[CH2:49][C@H:12]3[O:11][C:10](=[O:50])[NH:9]2)[CH2:7][CH2:6][CH2:5][CH2:4][CH2:3]1 |f:1.2.3|. Reported procedure: A round-bottom flask was charged with the product of step 6 (450 mg, 0.651 mmol) and lithium hydroxide monohydrate (137 mg, 3.26 mmol). MeOH (2171 μl), THF (2171 μl) and water (2171 μl) were successively added and the mixture was stirred at room temperature LCMS showed complete reaction after 2 hours. The reaction was quenched by addition of acetic acid (373 μl, 6.51 mmol). Water was added (20 mL) and the mixture was extracted with dichloromethane (2×20 mL) and ethyl acetate (20 mL). The combine... The reactants are C[Si](CCOCN(C1=C(C(=NC=2N1N=CC2C=2C=NC1=CC=C(C=C1C2)F)CN(C(OC(C)(C)C)=O)C2(CC2)CO)Br)COCC[Si](C)(C)C)(C)C (tert-butyl (7-(bis((2-(trimethylsilyl)ethoxy)methyl)amino)-6-bromo-3-(6-fluoroquinolin-3-yl)pyrazolo[1,5-a]pyrimidin-5-yl)methyl(1-(hydroxymethyl)cyclopropyl)carbamate), F[B-](F)(F)F.C[O+](C)C (trimethyloxoniumtetrafluoroborate). Solvent: C(Cl)Cl (DCM). Reaction conditions: time 16 hour. The product is C[Si](CCOCN(C1=C(C(=NC=2N1N=CC2C=2C=NC1=CC=C(C=C1C2)F)CN(C(OC(C)(C)C)=O)C2(CC2)COC)Br)COCC[Si](C)(C)C)(C)C (tert-butyl (7-(bis((2-(trimethylsilyl)ethoxy)methyl)amino)-6-bromo-3-(6-fluoroquinolin-3-yl)pyrazolo[1,5-a]pyrimidin-5-yl)methyl(1-(methoxymethyl)cyclopropyl)carbamate). Isolated yield 50.7%. Reaction SMILES: [CH3:1][Si:2]([CH3:52])([CH3:51])[CH2:3][CH2:4][O:5][CH2:6][N:7]([CH2:43][O:44][CH2:45][CH2:46][Si:47]([CH3:50])([CH3:49])[CH3:48])[C:8]1[N:13]2[N:14]=[CH:15][C:16]([C:17]3[CH:18]=[N:19][C:20]4[C:25]([CH:26]=3)=[CH:24][C:23]([F:27])=[CH:22][CH:21]=4)=[C:12]2[N:11]=[C:10]([CH2:28][N:29]([C:37]2([CH2:40][OH:41])[CH2:39][CH2:38]2)[C:30](=[O:36])[O:31][C:32]([CH3:35])([CH3:34])[CH3:33])[C:9]=1[Br:42].F[B-](F)(F)F.[CH3:58][O+](C)C>C(Cl)Cl>[CH3:52][Si:2]([CH3:1])([CH3:51])[CH2:3][CH2:4][O:5][CH2:6][N:7]([CH2:43][O:44][CH2:45][CH2:46][Si:47]([CH3:49])([CH3:48])[CH3:50])[C:8]1[N:13]2[N:14]=[CH:15][C:16]([C:17]3[CH:18]=[N:19][C:20]4[C:25]([CH:26]=3)=[CH:24][C:23]([F:27])=[CH:22][CH:21]=4)=[C:12]2[N:11]=[C:10]([CH2:28][N:29]([C:37]2([CH2:40][O:41][CH3:58])[CH2:39][CH2:38]2)[C:30](=[O:36])[O:31][C:32]([CH3:35])([CH3:34])[CH3:33])[C:9]=1[Br:42] |f:1.2|. Procedure details: To tert-butyl (7-(bis((2-(trimethylsilyl)ethoxy)methyl)amino)-6-bromo-3-(6-fluoroquinolin-3-yl)pyrazolo[1,5-a]pyrimidin-5-yl)methyl(1-(hydroxymethyl)cyclopropyl)carbamate (0.19 g, 0.23 mmol) in DCM (2.5 ml) was added protonsponge (70 mg, 0.33 mmol) followed by trimethyloxoniumtetrafluoroborate (48.2 mg, 0.33 mmol) at room temperature and the resulting mixture was stirred at room temperature for 16 h, at which time LC/MS confirmed full conversion of starting material to product. Reaction mixture ... Yields the product COc1ccc(N2CCOCC2)c2sc(NC(=O)c3cc(C)nc(I)c3)nc12. Reaction SMILES: [CH3:32][C:33]([CH2:34][CH3:35])=[O:36].[Cl:1][c:2]1[cH:3][c:4]([C:5](=[O:6])[NH:7][c:8]2[s:9][c:10]3[c:11]([n:12]2)[c:13]([O:23][CH3:24])[cH:14][cH:15][c:16]3[N:17]2[CH2:18][CH2:19][O:20][CH2:21][CH2:22]2)[cH:25][c:26]([CH3:28])[n:27]1.[I-:30].[IH:31].[Na+:29].[O:37]1[CH2:38][CH2:39][O:40][CH2:41][CH2:42]1>>[c:2]1([I:30])[cH:3][c:4]([C:5](=[O:6])[NH:7][c:8]2[s:9][c:10]3[c:11]([n:12]2)[c:13]([O:23][CH3:24])[cH:14][cH:15][c:16]3[N:17]2[CH2:18][CH2:19][O:20][CH2:21][CH2:22]2)[cH:25][c:26]([CH3:28])[n:27]1. Starting materials: CCC(C)=O, COc1ccc(N2CCOCC2)c2sc(NC(=O)c3cc(C)nc(Cl)c3)nc12, [I-], I, [Na+], C1COCCO1.